Dataset: the Open Reaction Database (ORD), a public repository of structured organic reaction records. Task: describe an organic reaction: reactants, conditions, products, and yield The reactants are [BH4-], [BH3-]C#N, C1CCOC1, CC(=O)O, CC#N, O=Cc1ccccc1, [Na+], [Na+], NCCC(c1ccccc1)c1ccccc1. Product: c1ccc(CNCCC(c2ccccc2)c2ccccc2)cc1. RXN SMILES: [BH4-:33].[C:29]([BH3-:30])#[N:31].[CH2:38]1[O:39][CH2:40][CH2:41][CH2:42]1.[CH3:17][C:18](=[O:19])[OH:20].[CH3:35][C:36]#[N:37].[CH:21](=[O:22])[c:23]1[cH:24][cH:25][cH:26][cH:27][cH:28]1.[Na+:32].[Na+:34].[c:1]1([CH:7]([CH2:8][CH2:9][NH2:10])[c:11]2[cH:12][cH:13][cH:14][cH:15][cH:16]2)[cH:2][cH:3][cH:4][cH:5][cH:6]1>>[c:1]1([CH:7]([CH2:8][CH2:9][NH:10][CH2:21][c:23]2[cH:24][cH:25][cH:26][cH:27][cH:28]2)[c:11]2[cH:12][cH:13][cH:14][cH:15][cH:16]2)[cH:2][cH:3][cH:4][cH:5][cH:6]1. The reactants are OC1=C(C=C(C=C1)OC)C(C)=O (1-(2-hydroxy-5-methoxyphenyl)ethanone), C[C@H]1CN(CC1)[C@H](COC1=CC=C(C=O)C=C1)C (4-((S)-2-((R)-3-methylpyrrolidin-1-yl)propoxy)benzaldehyde), N1CCCC1 (pyrrolidine). Run in CO (methanol). Reaction conditions: temperature 50 celsius. The product is COC=1C=C2C(CC(OC2=CC1)C1=CC=C(C=C1)OC[C@H](C)N1C[C@@H](CC1)C)=O (6-methoxy-2-(4-((S)-2-((R)-3-methylpyrrolidin-1-yl)propoxy)phenyl)chroman-4-one). Isolated yield 18.0%. Reaction SMILES: [OH:1][C:2]1[CH:7]=[CH:6][C:5]([O:8][CH3:9])=[CH:4][C:3]=1[C:10](=[O:12])[CH3:11].[CH3:13][C@@H:14]1[CH2:18][CH2:17][N:16]([C@@H:19]([CH3:30])[CH2:20][O:21][C:22]2[CH:29]=[CH:28][C:25]([CH:26]=O)=[CH:24][CH:23]=2)[CH2:15]1.N1CCCC1>CO>[CH3:9][O:8][C:5]1[CH:4]=[C:3]2[C:2](=[CH:7][CH:6]=1)[O:1][CH:26]([C:25]1[CH:28]=[CH:29][C:22]([O:21][CH2:20][C@@H:19]([N:16]3[CH2:17][CH2:18][C@@H:14]([CH3:13])[CH2:15]3)[CH3:30])=[CH:23][CH:24]=1)[CH2:11][C:10]2=[O:12]. Reported procedure: A mixture of 1-(2-hydroxy-5-methoxyphenyl)ethanone (1 g, 6 mmol), 4-((S)-2-((R)-3-methylpyrrolidin-1-yl)propoxy)benzaldehyde (1.5 g, 6.08 mmol), and pyrrolidine (0.12 mL, 1.5 mmol) in methanol (12 mL) was heated at 50° C. for two days. After cooling, the solvent was removed and the residue was purified by silica gel chromatography to afford 427 mg of 6-methoxy-2-(4-((S)-2-((R)-3-methylpyrrolidin-1-yl)propoxy)phenyl)chroman-4-one as a yellow solid. 1H NMR (400 MHz, DMSO-d6): δ 7.45 (d, 2H), 7.22-... The solvent is N1=CC=CC=C1 (pyridine), O1CCCC1 (tetrahydrofuran). As a reaction SMILES: [OH:1][NH:2][C:3](=[NH:19])[C:4]1[CH:9]=[CH:8][C:7]([O:10][CH2:11][CH2:12][CH2:13][CH2:14][CH2:15][CH2:16]CC)=[CH:6][CH:5]=1.[Cl-].[CH3:21][O:22][C:23](=[O:33])[C:24]1[CH:32]=[CH:31][C:27]([C:28](O)=O)=[CH:26][CH:25]=1.O>N1C=CC=CC=1.O1CCCC1>[CH2:11]([O:10][C:7]1[CH:6]=[CH:5][C:4]([C:3]2[N:19]=[C:28]([C:27]3[CH:31]=[CH:32][C:24]([C:23]([O:22][CH3:21])=[O:33])=[CH:25][CH:26]=3)[O:1][N:2]=2)=[CH:9][CH:8]=1)[CH2:12][CH2:13][CH2:14][CH2:15][CH3:16] |f:1.2|. Procedure: To a solution of N-Hydroxy-4-octyloxybenzamidine (1.89 g) in pyridine (10 ml) was added terephthalic acid monomethyl ester chloride (1.67 g) in tetrahydrofuran (15 ml) dropwise at 0° C. The mixture was stirred at room temperature for 15 minutes, and poured into water. The precipitate was collected by filtration, dried and dissolved in pyridine (10 ml). The solution was refluxed for 1 hour. The reaction mixture was diluted with ethyl acetate and washed with 1N HCl, water and brine. The separated ... Conditions: time 15 minute. Isolated yield 83.5%. Yields the product C(CCCCC)OC1=CC=C(C=C1)C1=NOC(=N1)C1=CC=C(C(=O)OC)C=C1 (Methyl 4-[3-(4-n-hexyloxyphenyl)-1,2,4-oxadiazol-5-yl]benzoate). Starting materials: O (water), ONC(C1=CC=C(C=C1)OCCCCCCCC)=N (N-Hydroxy-4-octyloxybenzamidine), [Cl-].COC(C1=CC=C(C(=O)O)C=C1)=O (terephthalic acid monomethyl ester chloride). RXN SMILES: [CH:1](N1CCCC1=O)=C.[CH:9]1[C:14]([C:15]([O:17][O:18][C:19]([CH3:22])([CH3:21])[CH3:20])=[O:16])=[CH:13][CH:12]=[CH:11][CH:10]=1>>[CH3:1][CH2:13][CH2:12][CH2:11][CH2:10][CH2:9][CH2:14][C:15]([O:17][O:18][C:19]([CH3:20])([CH3:21])[CH3:22])=[O:16]. Starting materials: C(=C)N1C(CCC1)=O (N-vinyl-2-pyrrolidone), C1=CC=CC=C1C(=O)OOC(C)(C)C (tert-butyl perbenzoate), C1=CC=CC=C1C(=O)OOC(C)(C)C (tert-butyl perbenzoate). Reported procedure: 10.76 g of N-vinyl-2-pyrrolidone and the temperature is raised to 130° C. Then 0.9 g of tert-butyl perbenzoate is added. After 1 and 2 hours, respectively, a 0.4 g portion of tert-butyl perbenzoate is fed in. The charge is maintained at 130° C. for another 5 hours. A clouded viscous solution is obtained. Reaction conditions: temperature 130 celsius. The product is CCCCCCCC(=O)OOC(C)(C)C (tert-butyl peroctoate). Reactants: C1CCOC1, [Li+], [OH-], O, O, COC(=O)CN1Cc2ccc(-c3nc4ccc(C5(c6ccccc6)CC5)nc4s3)cc2C1. Yields the product O=C(O)CN1Cc2ccc(-c3nc4ccc(C5(c6ccccc6)CC5)nc4s3)cc2C1. Reaction SMILES: [CH2:37]1[O:38][CH2:39][CH2:40][CH2:41]1.[Li+:36].[OH-:35].[OH2:33].[OH2:34].[c:1]1([C:7]2([c:10]3[cH:11][cH:12][c:13]4[c:14]([n:15]3)[s:16][c:17](-[c:19]3[cH:20][c:21]5[c:25]([cH:26][cH:27]3)[CH2:24][N:23]([CH2:28][C:29](=[O:30])[O:31][CH3:32])[CH2:22]5)[n:18]4)[CH2:8][CH2:9]2)[cH:2][cH:3][cH:4][cH:5][cH:6]1>>[c:1]1([C:7]2([c:10]3[cH:11][cH:12][c:13]4[c:14]([n:15]3)[s:16][c:17](-[c:19]3[cH:20][c:21]5[c:25]([cH:26][cH:27]3)[CH2:24][N:23]([CH2:28][C:29](=[O:30])[OH:31])[CH2:22]5)[n:18]4)[CH2:8][CH2:9]2)[cH:2][cH:3][cH:4][cH:5][cH:6]1.